From a dataset of the Open Reaction Database (ORD), a public repository of structured organic reaction records. describe an organic reaction: reactants, conditions, products, and yield Procedure details: Oxalyl chloride (3.3 ml.) was added to a stirred solution of the 2-p-fluorophenyl-4-m-methoxyphenylbutyric acid thus obtained (6.7 g.) and dimethylformamide (0.05 ml.) in toluene (50 ml.) and the mixture was stirred at laboratory temperature for 2 hours and then evaporated to dryness. The residue was dissolved in methylene chloride (100 ml.), the solution was stirred and cooled to -20° C. and stannic chloride (3.2 ml.) was added. The mixture was stirred for 2 hours and then poured into ice-water... Conditions: temperature -20 celsius, time 2 hour. Solvent: C1(=CC=CC=C1)C (toluene). The reactants are C(C(=O)Cl)(=O)Cl (Oxalyl chloride), FC1=CC=C(C=C1)C(C(=O)O)CCC1=CC(=CC=C1)OC (2-p-fluorophenyl-4-m-methoxyphenylbutyric acid), CN(C=O)C (dimethylformamide). Reaction SMILES: C(Cl)(=O)C(Cl)=O.[F:7][C:8]1[CH:13]=[CH:12][C:11]([CH:14]([CH2:18][CH2:19][C:20]2[CH:25]=[CH:24][CH:23]=[C:22]([O:26][CH3:27])[CH:21]=2)[C:15]([OH:17])=O)=[CH:10][CH:9]=1.CN(C)C=O>C1(C)C=CC=CC=1>[F:7][C:8]1[CH:9]=[CH:10][C:11]([CH:14]2[CH2:18][CH2:19][C:20]3[C:25](=[CH:24][CH:23]=[C:22]([O:26][CH3:27])[CH:21]=3)[C:15]2=[O:17])=[CH:12][CH:13]=1. Product: FC1=CC=C(C=C1)C1C(C2=CC=C(C=C2CC1)OC)=O (2-p-fluorophenyl-3,4-dihydro-6-methoxy -naphthalen-1(2H)-one). Starting materials: Cl.ClCCN1CCOCC1 (4-(2-chloroethyl)morpholine hydrochloride), ClC1=CC=C(C=C1)[C@@H]1C[C@@]12C(NC1=CC=CC=C21)=O ((1R,2S)-2-(4-chlorophenyl)spiro[cyclopropane-1,3′-indolin]-2′-one), 383.1. The product is ClC1=CC=C(C=C1)[C@@H]1C[C@@]12C(N(C1=CC=CC=C21)CCN2CCOCC2)=O ((1R,2S)-2-(4-chlorophenyl)-1′-(2-morpholino ethyl) spiro[cyclopropane-1,3′-indolin]-2′-one). Reaction SMILES: Cl.Cl[CH2:3][CH2:4][N:5]1[CH2:10][CH2:9][O:8][CH2:7][CH2:6]1.[Cl:11][C:12]1[CH:17]=[CH:16][C:15]([C@H:18]2[C@@:20]3([C:28]4[C:23](=[CH:24][CH:25]=[CH:26][CH:27]=4)[NH:22][C:21]3=[O:29])[CH2:19]2)=[CH:14][CH:13]=1>>[Cl:11][C:12]1[CH:13]=[CH:14][C:15]([C@H:18]2[C@@:20]3([C:28]4[C:23](=[CH:24][CH:25]=[CH:26][CH:27]=4)[N:22]([CH2:3][CH2:4][N:5]4[CH2:10][CH2:9][O:8][CH2:7][CH2:6]4)[C:21]3=[O:29])[CH2:19]2)=[CH:16][CH:17]=1 |f:0.1|. Reported procedure: The title compound was prepared in analogy to Example 70 starting from 4-(2-chloroethyl)morpholine hydrochloride (commercially available), (1S,2R) and (1R,2S)-2-(4-chlorophenyl)spiro[cyclopropane-1,3′-indolin]-2′-one prepared as in Scheme 1. LC/MS m/e calcd. for C22H23ClN2O2: 382, observed (M+H)+: 383.1 1H NMR (400 MHz, MeOD-d4) δppm 2.21-2.29 (m, 2 H) 3.30 (t, J=8.72 Hz, 1 H) 3.54-3.69 (m, 2 H) 3.97 (br. s., 8 H) 4.21-4.32 (m, 1 H) 4.36-4.48 (m, 1 H) 6.15 (d, J=7.33 Hz, 1 H) 6.83 (t, J=7.20 Hz,... Reactants: CCO, CC1(C)C=Cc2cc([N+](=O)[O-])ccc2O1, [Na+], [OH-], Cl[Sn]Cl. Product: CC1(C)C=Cc2cc(N)ccc2O1. RXN SMILES: [CH3:21][CH2:22][OH:23].[N+:1]([O-:2])(=[O:3])[c:4]1[cH:5][cH:6][c:7]2[c:8]([cH:15]1)[CH:9]=[CH:10][C:11]([CH3:13])([CH3:14])[O:12]2.[Na+:20].[OH-:19].[Sn:16]([Cl:17])[Cl:18]>>[NH2:1][c:4]1[cH:5][cH:6][c:7]2[c:8]([cH:15]1)[CH:9]=[CH:10][C:11]([CH3:13])([CH3:14])[O:12]2. Starting materials: O=C(Cl)CCBr, CCN(C(C)C)C(C)C, ClCCl, Nc1ccc(F)cc1[N+](=O)[O-], O. The product is O=C(CCBr)Nc1ccc(F)cc1[N+](=O)[O-]. RXN SMILES: [Br:12][CH2:13][CH2:14][C:15](=[O:16])[Cl:17].[CH:18]([N:19]([CH:20]([CH3:21])[CH3:22])[CH2:23][CH3:24])([CH3:25])[CH3:26].[Cl:27][CH2:28][Cl:29].[F:1][c:2]1[cH:3][c:4]([N+:9](=[O:10])[O-:11])[c:5]([NH2:6])[cH:7][cH:8]1.[OH2:30]>>[F:1][c:2]1[cH:3][c:4]([N+:9](=[O:10])[O-:11])[c:5]([NH:6][C:15]([CH2:14][CH2:13][Br:12])=[O:16])[cH:7][cH:8]1. Reactants: O.[N+](=O)([O-])C(C=O)C=O.[Na] (sodium nitromalonaldehyde monohydrate), C(=O)O (formic acid), C(C1=CC=CC=C1)N (benzylamine). Run in CO (methanol), O (water). Reaction conditions: time 2 day. Product: C(C1=CC=CC=C1)N1C2C(=CN(C(C(=C1)[N+](=O)[O-])N2CC2=CC=CC=C2)CC2=CC=CC=C2)[N+](=O)[O-] (2,6,9-Tribenzyl-4,8-dinitro-2,6,9-triaza-bicyclo[3.3.1]nona-3,7-diene). The yield is 65.1%. RXN SMILES: [OH2:1].[N+:2]([CH:5]([CH:8]=O)[CH:6]=O)([O-:4])=[O:3].[Na].C(O)=O.[CH2:14]([NH2:21])[C:15]1[CH:20]=[CH:19][CH:18]=[CH:17][CH:16]=1>CO.O>[CH2:14]([N:21]1[CH:8]=[C:5]([N+:2]([O-:4])=[O:3])[CH:6]2[N:21]([CH2:14][C:15]3[CH:20]=[CH:19][CH:18]=[CH:17][CH:16]=3)[CH:8]1[C:5]([N+:2]([O-:3])=[O:1])=[CH:6][N:21]2[CH2:14][C:15]1[CH:20]=[CH:19][CH:18]=[CH:17][CH:16]=1)[C:15]1[CH:20]=[CH:19][CH:18]=[CH:17][CH:16]=1 |f:0.1.2,^1:9|. Procedure: A yellow-orange suspension of sodium nitromalonaldehyde monohydrate (63 mg, 0.40 mmol) in methanol (760 uL), water (32 uL) and 96% formic acid (3.2 uL, 0.084 mmol) was stirred at room-temperature and benzylamine (91.7 uL, 0.84 mmol) was added dropwise over a 5 min period during which the reaction solids dissolved, subsequently the crude product then quickly crystallized. The orange reaction mixture was stirred about 2 days at room-temperature. Filtration gave a yellow powder (63 mg) of which 59 ... RXN SMILES: [CH3:31][CH2:32][OH:33].[Cl:14][c:15]1[cH:16][cH:17][c:18]([C:19](=[O:20])[c:21]2[cH:22][cH:23][c:24]([CH2:25][Br:26])[cH:27][cH:28]2)[cH:29][cH:30]1.[SH:1][c:2]1[n:3][c:4]2[c:9]([c:10](=[O:13])[n:11]1[CH3:12])[CH2:8][CH2:7][CH2:6][CH2:5]2>>[S:1]([c:2]1[n:3][c:4]2[c:9]([c:10](=[O:13])[n:11]1[CH3:12])[CH2:8][CH2:7][CH2:6][CH2:5]2)[CH2:25][c:24]1[cH:23][cH:22][c:21]([C:19]([c:18]2[cH:17][cH:16][c:15]([Cl:14])[cH:30][cH:29]2)=[O:20])[cH:28][cH:27]1. Reactants: CCO, O=C(c1ccc(Cl)cc1)c1ccc(CBr)cc1, Cn1c(S)nc2c(c1=O)CCCC2. Product: Cn1c(SCc2ccc(C(=O)c3ccc(Cl)cc3)cc2)nc2c(c1=O)CCCC2.